From a dataset of the Open Reaction Database (ORD), a public repository of structured organic reaction records. describe an organic reaction: reactants, conditions, products, and yield The reactants are CCO, O=[N+]([O-])c1cc(C(F)(F)F)c(Cl)cc1NC1CCN(C2CCOCC2)CC1, NN, O. Yields the product Nc1cc(C(F)(F)F)c(Cl)cc1NC1CCN(C2CCOCC2)CC1. RXN SMILES: [CH3:31][CH2:32][OH:33].[Cl:1][c:2]1[c:3]([C:24]([F:25])([F:26])[F:27])[cH:4][c:5]([N+:21]([O-:22])=[O:23])[c:6]([NH:8][CH:9]2[CH2:10][CH2:11][N:12]([CH:15]3[CH2:16][CH2:17][O:18][CH2:19][CH2:20]3)[CH2:13][CH2:14]2)[cH:7]1.[NH2:29][NH2:30].[OH2:28]>>[Cl:1][c:2]1[c:3]([C:24]([F:25])([F:26])[F:27])[cH:4][c:5]([NH2:21])[c:6]([NH:8][CH:9]2[CH2:10][CH2:11][N:12]([CH:15]3[CH2:16][CH2:17][O:18][CH2:19][CH2:20]3)[CH2:13][CH2:14]2)[cH:7]1. Reactants: COC=1C=CC2=C(C=CO2)C1 (5-Methoxybenzofuran), N1=C(C=C(C(=C1)C)C)C (2,4,5-collidine), [Li+].[I-] (LiI). Product: O1C=CC2=C1C=CC(=C2)O (benzofuran-5-ol). RXN SMILES: C[O:2][C:3]1[CH:4]=[CH:5][C:6]2[O:10][CH:9]=[CH:8][C:7]=2[CH:11]=1.N1C=C(C)C(C)=CC=1C.[Li+].[I-]>>[O:10]1[C:6]2[CH:5]=[CH:4][C:3]([OH:2])=[CH:11][C:7]=2[CH:8]=[CH:9]1 |f:2.3|. Procedure details: 5-Methoxybenzofuran was treated with 2,4,5-collidine and LiI at 170° C. to provide benzofuran-5-ol, which was reacted with 2-chloroethyl-p-toluenesulfonate and Cs2CO3 to give 5-(2-chloroethoxy)-1-benzofuran. Reactants: CCOCC, COc1ccccc1C=CSC, CN(C)C=O, [Na+], [OH-], O, O=P(Cl)(Cl)Cl. Yields the product COc1ccccc1C(C=O)=CSC. As a reaction SMILES: [CH2:18]([O:20][CH2:19][CH3:21])[CH3:22].[CH3:1][O:2][c:3]1[c:4]([CH:9]=[CH:10][S:11][CH3:12])[cH:5][cH:6][cH:7][cH:8]1.[CH3:25][N:26]([CH3:27])[CH:28]=[O:29].[Na+:24].[OH-:23].[OH2:30].[P:13]([Cl:14])([Cl:15])([Cl:16])=[O:17]>>[CH3:1][O:2][c:3]1[c:4]([C:9](=[CH:10][S:11][CH3:12])[CH:18]=[O:20])[cH:5][cH:6][cH:7][cH:8]1. The reactants are BrC=1N=C(C=2N(C1)C=CN2)NC2=CC(=C(C=C2)OC)OC (6-bromo-N-(3,4-dimethoxyphenyl)imidazo[1,2-a]pyrazin-8-amine), CC1(OB(OC1(C)C)C=1C=C(C(=O)NC2=CC=C(C(=O)OCC3=CC=CC=C3)C=C2)C=CC1)C (benzyl 4-(3-(4,4,5,5-tetramethyl-1,3,2-dioxaborolan-2-yl)benzamido)benzoate). Reagents/catalysts: C=1C=CC(=CC1)[P](C=2C=CC=CC2)(C=3C=CC=CC3)[Pd]([P](C=4C=CC=CC4)(C=5C=CC=CC5)C=6C=CC=CC6)([P](C=7C=CC=CC7)(C=8C=CC=CC8)C=9C=CC=CC9)[P](C=1C=CC=CC1)(C=1C=CC=CC1)C=1C=CC=CC1 (tetrakis(triphenylphosphine)palladium(0)). The solvent is C([O-])([O-])=O.[Na+].[Na+] (sodium carbonate), O1CCOCC1 (1,4-dioxane), C(C)(=O)OCC (ethyl acetate). Run at time 5 minute. Yields the product COC=1C=C(C=CC1OC)NC=1C=2N(C=C(N1)C=1C=C(C(=O)NC3=CC=C(C(=O)OCC4=CC=CC=C4)C=C3)C=CC1)C=CN2 (benzyl 4-(3-(8-(3,4-dimethoxyphenylamino)imidazo[1,2-a]pyrazin-6-yl)benzamido)benzoate). The yield is 64.5%. Reaction SMILES: Br[C:2]1[N:3]=[C:4]([NH:11][C:12]2[CH:17]=[CH:16][C:15]([O:18][CH3:19])=[C:14]([O:20][CH3:21])[CH:13]=2)[C:5]2[N:6]([CH:8]=[CH:9][N:10]=2)[CH:7]=1.CC1(C)C(C)(C)OB([C:30]2[CH:31]=[C:32]([CH:52]=[CH:53][CH:54]=2)[C:33]([NH:35][C:36]2[CH:51]=[CH:50][C:39]([C:40]([O:42][CH2:43][C:44]3[CH:49]=[CH:48][CH:47]=[CH:46][CH:45]=3)=[O:41])=[CH:38][CH:37]=2)=[O:34])O1>C(=O)([O-])[O-].[Na+].[Na+].O1CCOCC1.C(OCC)(=O)C.C1C=CC([P]([Pd]([P](C2C=CC=CC=2)(C2C=CC=CC=2)C2C=CC=CC=2)([P](C2C=CC=CC=2)(C2C=CC=CC=2)C2C=CC=CC=2)[P](C2C=CC=CC=2)(C2C=CC=CC=2)C2C=CC=CC=2)(C2C=CC=CC=2)C2C=CC=CC=2)=CC=1>[CH3:21][O:20][C:14]1[CH:13]=[C:12]([NH:11][C:4]2[C:5]3[N:6]([CH:8]=[CH:9][N:10]=3)[CH:7]=[C:2]([C:30]3[CH:31]=[C:32]([CH:52]=[CH:53][CH:54]=3)[C:33]([NH:35][C:36]3[CH:51]=[CH:50][C:39]([C:40]([O:42][CH2:43][C:44]4[CH:45]=[CH:46][CH:47]=[CH:48][CH:49]=4)=[O:41])=[CH:38][CH:37]=3)=[O:34])[N:3]=2)[CH:17]=[CH:16][C:15]=1[O:18][CH3:19] |f:2.3.4,^1:77,79,98,117|. Procedure: A mixture of 6-bromo-N-(3,4-dimethoxyphenyl)imidazo[1,2-a]pyrazin-8-amine (1.82 g, 5.22 mmol) and benzyl 4-(3-(4,4,5,5-tetramethyl-1,3,2-dioxaborolan-2-yl)benzamido)benzoate (3.06 g, 5.22 mmol, 78% by mass) in 1 M aqueous sodium carbonate (8 mL) and 1,4-dioxane (24 mL) was sparged with nitrogen with stirring for 5 min. The resulting mixture was treated with tetrakis(triphenylphosphine)palladium(0) (1.20 g, 1.04 mmol) and stirred at reflux for 2.5 h. After this time, the reaction was cooled to am... As a reaction SMILES: [Br:26][c:27]1[cH:28][cH:29][c:30]([Cl:35])[c:31]([CH:32]=[O:33])[cH:34]1.[CH2:1]([c:2]1[cH:3][cH:4][cH:5][cH:6][cH:7]1)[N:8]1[CH2:9][C:10]2([O:11][c:12]3[c:13]1[cH:14][c:15]([Br:18])[cH:16][cH:17]3)[CH2:19][CH2:20]2.[CH2:36]1[O:37][CH2:38][CH2:39][CH2:40]1.[CH3:21][CH2:22][CH2:23][CH2:24][Li:25]>>[CH2:1]([c:2]1[cH:3][cH:4][cH:5][cH:6][cH:7]1)[N:8]1[CH2:9][C:10]2([O:11][c:12]3[c:13]1[cH:14][c:15]([CH:32]([c:31]1[c:30]([Cl:35])[cH:29][cH:28][c:27]([Br:26])[cH:34]1)[OH:33])[cH:16][cH:17]3)[CH2:19][CH2:20]2. Product: OC(c1ccc2c(c1)N(Cc1ccccc1)CC1(CC1)O2)c1cc(Br)ccc1Cl. Starting materials: O=Cc1cc(Br)ccc1Cl, Brc1ccc2c(c1)N(Cc1ccccc1)CC1(CC1)O2, C1CCOC1, [Li]CCCC. The reactants are FC1=CC=C(C=C1)C=1C=C2C=CC(=CC2=CC1)S(=O)[O-].[Na+] (sodium 6-(4-fluorophenyl)naphthalene-2-sulfinate), BrC1=NC=CC=C1C1(CCC1)O (1-(2-bromopyridin-3-yl)cyclobutanol). Yields the product FC1=CC=C(C=C1)C=1C=C2C=CC(=CC2=CC1)S(=O)(=O)C1=NC=CC=C1C1(CCC1)O (1-(2-{[6-(4-fluorophenyl)-2-naphthyl]sulfonyl}pyridin-3-yl)cyclobutanol). Yield: 46.1%. RXN SMILES: [F:1][C:2]1[CH:7]=[CH:6][C:5]([C:8]2[CH:9]=[C:10]3[C:15](=[CH:16][CH:17]=2)[CH:14]=[C:13]([S:18]([O-:20])=[O:19])[CH:12]=[CH:11]3)=[CH:4][CH:3]=1.[Na+].Br[C:23]1[C:28]([C:29]2([OH:33])[CH2:32][CH2:31][CH2:30]2)=[CH:27][CH:26]=[CH:25][N:24]=1>>[F:1][C:2]1[CH:7]=[CH:6][C:5]([C:8]2[CH:9]=[C:10]3[C:15](=[CH:16][CH:17]=2)[CH:14]=[C:13]([S:18]([C:23]2[C:28]([C:29]4([OH:33])[CH2:32][CH2:31][CH2:30]4)=[CH:27][CH:26]=[CH:25][N:24]=2)(=[O:20])=[O:19])[CH:12]=[CH:11]3)=[CH:4][CH:3]=1 |f:0.1|. Reported procedure: The title compound was prepared from sodium 6-(4-fluorophenyl)naphthalene-2-sulfinate (340 mg, 1.1 mmol) and 1-(2-bromopyridin-3-yl)cyclobutanol (228 mg, 1.0 mmol) according to the method of Example 6 Step 4. Purification by flash column chromatography eluting with a 0-10% diethyl ether/dichloromethane gradient gave 1-(2-{[6-(4-fluorophenyl)-2-naphthyl]sulfonyl}pyridin-3-yl)cyclobutanol (200 mg, 46%). 1H NMR (500 MHz, CDCl3) δ 8.61 (1H, s), 8.29 (1H, d, J=2.2 Hz), 8.10-8.04 (2H, m), 8.01 (1H, d,... Product: CCCc1cc(N2CCN(CCN3C(=O)NC(C)(c4ccc(OC(C)C)cc4)C3=O)CC2)ncc1C(O)(C(F)(F)F)C(F)(F)F. Reaction SMILES: [C:61].[CH3:55][CH2:56][O:57][C:58](=[O:59])[CH3:60].[F:1][C:2]([C:3]([C:4]([F:5])([F:6])[F:7])([O:8][CH2:9][c:10]1[cH:11][cH:12][c:13]([O:14][CH3:15])[cH:16][cH:17]1)[c:18]1[c:19]([CH2:50][CH2:51][CH3:52])[cH:20][c:21]([N:24]2[CH2:25][CH2:26][N:27]([CH2:30][CH2:31][N:32]3[C:33](=[O:49])[NH:34][C:35]([CH3:38])([c:39]4[cH:40][cH:41][c:42]([O:45][CH:46]([CH3:47])[CH3:48])[cH:43][cH:44]4)[C:36]3=[O:37])[CH2:28][CH2:29]2)[n:22][cH:23]1)([F:53])[F:54].[Pd:62]>>[F:1][C:2]([C:3]([C:4]([F:5])([F:6])[F:7])([OH:8])[c:18]1[c:19]([CH2:50][CH2:51][CH3:52])[cH:20][c:21]([N:24]2[CH2:25][CH2:26][N:27]([CH2:30][CH2:31][N:32]3[C:33](=[O:49])[NH:34][C:35]([CH3:38])([c:39]4[cH:40][cH:41][c:42]([O:45][CH:46]([CH3:47])[CH3:48])[cH:43][cH:44]4)[C:36]3=[O:37])[CH2:28][CH2:29]2)[n:22][cH:23]1)([F:53])[F:54]. The reactants are C, CCOC(C)=O, CCCc1cc(N2CCN(CCN3C(=O)NC(C)(c4ccc(OC(C)C)cc4)C3=O)CC2)ncc1C(OCc1ccc(OC)cc1)(C(F)(F)F)C(F)(F)F, [Pd]. The reactants are FC=1C=C(C=C(C1)F)C=1C=CC2=C(C(OCC(N2)=O)(C)C)C1 (7-(3,5-difluorophenyl)-5,5-dimethyl-1,5-dihydro-4,1-benzoxazepin-2(3H)-one), COC=1C=CC(=CC1)P2(=S)SP(=S)(S2)C=3C=CC(=CC3)OC (Lawesson's Reagent). Product: FC=1C=C(C=C(C1)F)C=1C=CC2=C(C(OCC(N2)=S)(C)C)C1 (7-(3,5-Difluorophenyl)-5,5-dimethyl-1,5-dihydro-4,1-benzoxazepin-2(3H)-thione). As a reaction SMILES: [F:1][C:2]1[CH:3]=[C:4]([C:9]2[CH:10]=[CH:11][C:12]3[NH:18][C:17](=O)[CH2:16][O:15][C:14]([CH3:21])([CH3:20])[C:13]=3[CH:22]=2)[CH:5]=[C:6]([F:8])[CH:7]=1.COC1C=CC(P2(SP(C3C=CC(OC)=CC=3)(=S)S2)=[S:32])=CC=1>>[F:1][C:2]1[CH:3]=[C:4]([C:9]2[CH:10]=[CH:11][C:12]3[NH:18][C:17](=[S:32])[CH2:16][O:15][C:14]([CH3:21])([CH3:20])[C:13]=3[CH:22]=2)[CH:5]=[C:6]([F:8])[CH:7]=1. Procedure details: Prepared from 7-(3,5-difluorophenyl)-5,5-dimethyl-1,5-dihydro-4,1-benzoxazepin-2(3H)-one and Lawesson's Reagent using the procedure of example 10. 1H-NMR (DMSO-d6) δ 12.01 (s, 1H), 7.70-7.63 (m, 2H), 7.59-7.48 (m, 2H), 7.41 (d, J=8.82 Hz, 1H), 7.28-7.18 (m, 1H), 4.51 (s, 2H), 1.62 (s, 6H); MS (FI) m/z 318 [M−H]−.